This data is from the Open Reaction Database (ORD), a public repository of structured organic reaction records. The task is: describe an organic reaction: reactants, conditions, products, and yield Reactants: COC1=CC=C(C[C@H](N)C(=O)O)C=C1 (O-methyl-L-tyrosine), CO (methanol), S(=O)(Cl)Cl (thionyl chloride). Reaction conditions: time 15 minute. The product is Cl.COC([C@@H](N)CC1=CC=C(C=C1)OC)=O (O-methyl-L-tyrosine methyl ester hydrochloride salt). Reaction SMILES: [CH3:1][O:2][C:3]1[CH:14]=[CH:13][C:6]([CH2:7][C@@H:8]([C:10]([OH:12])=[O:11])[NH2:9])=[CH:5][CH:4]=1.S(Cl)([Cl:17])=O.[CH3:19]O>>[ClH:17].[CH3:19][O:11][C:10](=[O:12])[C@H:8]([CH2:7][C:6]1[CH:5]=[CH:4][C:3]([O:2][CH3:1])=[CH:14][CH:13]=1)[NH2:9] |f:3.4|. Procedure details: A solution of O-methyl-L-tyrosine (1.44 g, 7.4 mmol) in methanol (30 ml) was stirred at 0° C. and thionyl chloride (1 ml, 13.4 mmol) added dropwise. After stirring for 15 min. at ambient temperature the reaction was heated at reflux for 2 h. After cooling the solvent was evaporated to give crude O-methyl-L-tyrosine methyl ester hydrochloride salt as a yellow solid This was partitioned between saturated aqueous sodium hydrogen carbonate (80 ml) and ethyl acetate (150 ml), and the aqueous layer ba... The reactants are CI, [H-], [Na+], CN(C)C=O, Cc1ccc(C#N)cc1O. Yields the product COc1cc(C#N)ccc1C. RXN SMILES: [CH3:13][I:14].[H-:12].[Na+:11].[O:15]=[CH:16][N:17]([CH3:18])[CH3:19].[OH:1][c:2]1[cH:3][c:4]([C:5]#[N:6])[cH:7][cH:8][c:9]1[CH3:10]>>[O:1]([c:2]1[cH:3][c:4]([C:5]#[N:6])[cH:7][cH:8][c:9]1[CH3:10])[CH3:13]. The reactants are C(C)(=O)NC1=C(C=C(C(=C1)O)OCCCCCCCCCCCCCCCC)O (2-Acetylamino-5-hexadecyloxy-1,4-dihydroxybenzene), O.C1(=CC=C(C=C1)S(=O)(=O)O)C (p-toluenesulfonic acid monohydrate). The solvent is C1(=CC=CC=C1)C (toluene). Yields the product C(CCCCCCCCCCCCCCC)OC1=CC2=C(N=C(O2)C)C=C1O (6-Hexadecyloxy-5-hydroxy-2-methylbenzoxazole). RXN SMILES: [C:1]([NH:4][C:5]1[CH:10]=[C:9]([OH:11])[C:8]([O:12][CH2:13][CH2:14][CH2:15][CH2:16][CH2:17][CH2:18][CH2:19][CH2:20][CH2:21][CH2:22][CH2:23][CH2:24][CH2:25][CH2:26][CH2:27][CH3:28])=[CH:7][C:6]=1[OH:29])(=O)[CH3:2].O.C1(C)C=CC(S(O)(=O)=O)=CC=1>C1(C)C=CC=CC=1>[CH2:13]([O:12][C:8]1[C:9]([OH:11])=[CH:10][C:5]2[N:4]=[C:1]([CH3:2])[O:29][C:6]=2[CH:7]=1)[CH2:14][CH2:15][CH2:16][CH2:17][CH2:18][CH2:19][CH2:20][CH2:21][CH2:22][CH2:23][CH2:24][CH2:25][CH2:26][CH2:27][CH3:28] |f:1.2|. Reported procedure: A mixture composed of 93.0 g of (1-c), 22.3 g of p-toluenesulfonic acid monohydrate and 1 l of toluene was refluxed with heating for 3 hours to distill away the water formed. After being allowed to cool, the crystals formed were washed with acetone and dried. Yield: 73 g. The reactants are CCOC(=O)c1cc(C)no1, CO, Cl, [Na+], C1CCOC1, [OH-], O. Product: Cc1cc(C(=O)O)on1. As a reaction SMILES: [CH2:1]([CH3:2])[O:3][C:4](=[O:5])[c:6]1[cH:7][c:8]([CH3:11])[n:9][o:10]1.[CH3:14][OH:15].[ClH:16].[Na+:13].[O:17]1[CH2:18][CH2:19][CH2:20][CH2:21]1.[OH-:12].[OH2:22]>>[O:3]=[C:4]([OH:5])[c:6]1[cH:7][c:8]([CH3:11])[n:9][o:10]1. Starting materials: F[B-](F)(F)F, F[B-](F)(F)F, F[B-](F)(F)F, C1CCOC1, CC#N, O=S(=O)(O)Cl, O=S(=O)(O)[N+]12CC[N+](F)(CC1)CC2, C1CN2CCN1CC2, [Na+]. Product: F[B-](F)(F)F, O=S(=O)(O)[N+]12CCN(CC1)CC2. RXN SMILES: [B-:14]([F:15])([F:16])([F:17])[F:18].[B-:37]([F:38])([F:39])([F:40])[F:41].[B-:9]([F:10])([F:11])([F:12])[F:13].[CH2:43]1[O:44][CH2:45][CH2:46][CH2:47]1.[CH3:48][C:49]#[N:50].[Cl:32][S:33]([OH:34])(=[O:35])=[O:36].[F:19][N+:20]12[CH2:21][CH2:22][N+:23]([S:28](=[O:29])(=[O:30])[OH:31])([CH2:24][CH2:25]1)[CH2:26][CH2:27]2.[N:1]12[CH2:2][CH2:3][N:4]([CH2:5][CH2:6]1)[CH2:7][CH2:8]2.[Na+:42]>>[B-:9]([F:10])([F:11])([F:12])[F:13].[N:20]12[CH2:21][CH2:22][N+:23]([S:28](=[O:29])(=[O:30])[OH:31])([CH2:24][CH2:25]1)[CH2:26][CH2:27]2. Starting materials: CC1(C2CC=C(C1C2)CCO)C (6,6-dimethylbicyclo-[3.1.1]hept-2-ene-2-ethanol), Cl.N1=CC=CC=C1 (pyridine hydrochloride), N1=CC=CC=C1 (pyridine), C(=O)(Cl)Cl (phosgene). Solvent: C1=CC=CC=C1 (benzene). Conditions: time 1 hour. Product: CC1(C2CC=CC1C2)C.ClC(=O)OCC (6,6-dimethylbicyclo[3.1.1]hept-2-ene 2-ethyl chloroformate). As a reaction SMILES: [CH3:1][C:2]1([CH3:12])[CH:7]2[CH2:8][CH:3]1[CH2:4][CH:5]=[C:6]2[CH2:9][CH2:10][OH:11].N1C=CC=CC=1.[C:19](Cl)([Cl:21])=[O:20].Cl.N1C=CC=CC=1>C1C=CC=CC=1>[CH3:1][C:2]1([CH3:12])[CH:3]2[CH2:8][CH:7]1[CH2:6][CH:5]=[CH:4]2.[Cl:21][C:19]([O:11][CH2:10][CH3:9])=[O:20] |f:3.4,6.7|. Procedure: 16.6 G. (0.1 mole) of 6,6-dimethylbicyclo-[3.1.1]hept-2-ene-2-ethanol and 7.9 g. (8.1 ml., 0.1 mole) of pyridine are thoroughly mixed and added dropwise at 10° C to 125 ml. (0.2 moles) of 17.2% phosgene and benzene over a period of 20 minutes. A white precipitate of pyridine hydrochloride forms immediately. The reaction mixture is stirred in the cold for one hour and at room temperature overnight. A stream of nitrogen is passed through the mixture to remove the excess phosgene and the solution i... The reactants are ethyl acetate hexanes, FC1=C(C=C(C=C1)C(F)(F)F)[N+](=O)[O-] (4-fluoro-3-nitrobenzotrifluoride), C(C1=CC=CC=C1)OC1=C(C=CC=C1)O (2-benzyloxyphenol), C([O-])([O-])=O.[K+].[K+] (potassium carbonate). The solvent is CN(C)C=O (DMF). Reaction conditions: temperature 90 celsius. Yields the product [N+](=O)([O-])C1=C(OC2=C(C=CC=C2)OCC2=CC=CC=C2)C=CC(=C1)C(F)(F)F (Benzyl 2-(2-nitro-4-trifluoromethylphenoxy)phenyl ether). Isolated yield 92.6%. RXN SMILES: F[C:2]1[CH:7]=[CH:6][C:5]([C:8]([F:11])([F:10])[F:9])=[CH:4][C:3]=1[N+:12]([O-:14])=[O:13].[CH2:15]([O:22][C:23]1[CH:28]=[CH:27][CH:26]=[CH:25][C:24]=1[OH:29])[C:16]1[CH:21]=[CH:20][CH:19]=[CH:18][CH:17]=1.C(=O)([O-])[O-].[K+].[K+]>CN(C=O)C>[N+:12]([C:3]1[CH:4]=[C:5]([C:8]([F:11])([F:10])[F:9])[CH:6]=[CH:7][C:2]=1[O:29][C:24]1[CH:25]=[CH:26][CH:27]=[CH:28][C:23]=1[O:22][CH2:15][C:16]1[CH:17]=[CH:18][CH:19]=[CH:20][CH:21]=1)([O-:14])=[O:13] |f:2.3.4|. Procedure details: To a stirred solution of 4-fluoro-3-nitrobenzotrifluoride (2.1 g) and 2-benzyloxyphenol (2.0 g) in 10mL of DMF was added potassium carbonate (1.4 g). The reaction was heated at 90° C. for 16 hours. The solution was cooled to room temperature and H20 (10mL) was added. The mixture sas wxtraced with CH2Cl (2×10mL), and the combined extracts were dried (MgSO4), filtered, and concentrated to afford an oil. Silica gel chromatography (ethyl acetate/hexanes) afforde 3.6 g of the title compound. 1H NMR (...